Dataset: the Open Reaction Database (ORD), a public repository of structured organic reaction records. Task: describe an organic reaction: reactants, conditions, products, and yield The reactants are C(CC=C)OC1=CC=C(C=C1)[N+](=O)[O-] (4-(3-butenyloxy)nitrobenzene), C[SiH](O[Si](O[Si](O[SiH](C)C)(C)C)(C)C)C (1,1,3,3,5,5,7,7-octamethyltetrasiloxane), C=1(C(=CC=CC1)C)C (xylene). Run in C1(=CC=CC=C1)C (toluene). Product: [N+](=O)([O-])C1=CC=C(OCCCC[Si](O[Si](O[Si](O[Si](C)(C)CCCCOC2=CC=C(C=C2)[N+](=O)[O-])(C)C)(C)C)(C)C)C=C1 (1,7-bis(4-nitrophenoxybutyl)-1,1,3,3,5,5,7,7-octamethyltetrasiloxane). The yield is 75.0%. As a reaction SMILES: [CH2:1]([O:5][C:6]1[CH:11]=[CH:10][C:9]([N+:12]([O-:14])=[O:13])=[CH:8][CH:7]=1)[CH2:2][CH:3]=[CH2:4].[CH3:15][SiH:16]([CH3:29])[O:17][Si:18]([CH3:28])([CH3:27])[O:19][Si:20]([CH3:26])([CH3:25])[O:21][SiH:22]([CH3:24])[CH3:23].[C:30]1(C)[C:31](C)=[CH:32][CH:33]=[CH:34][CH:35]=1>C1(C)C=CC=CC=1>[N+:12]([C:9]1[CH:10]=[CH:11][C:6]([O:5][CH2:1][CH2:2][CH2:3][CH2:4][Si:22]([CH3:23])([CH3:24])[O:21][Si:20]([CH3:25])([CH3:26])[O:19][Si:18]([CH3:27])([CH3:28])[O:17][Si:16]([CH2:4][CH2:3][CH2:2][CH2:1][O:5][C:34]2[CH:33]=[CH:32][C:31]([N+:12]([O-:14])=[O:13])=[CH:30][CH:35]=2)([CH3:29])[CH3:15])=[CH:7][CH:8]=1)([O-:14])=[O:13]. Procedure details: To a solution of the above 4-(3-butenyloxy)nitrobenzene (1) (4.27 g; 22.1 mmol), 1,1,3,3,5,5,7,7-octamethyltetrasiloxane (2.97 g; 9.98 mmol) dissolved in 20 mL of toluene and Karsted catalyst (0.25 mL; a 2% xylene solution of platinum divinyl tetramethyldisiloxane complex) were added. The reaction solution was heated to reflux for 21 hours in a nitrogen atmosphere, and then subjected to a reduced pressure to remove toluene. The obtained materials were purified by column chromatography to obtain ... Starting materials: C(C)(C)(C)OC(=O)NC(COC1=NOC2=C1C=C(C=C2)Cl)COC(=O)NOC (3-(2-tert-Butoxycarbonylamino-3-methoxyaminocarbonyloxypropoxy)-5-chloro-1,2-benzoisoxazole), Cl (hydrogen chloride). The solvent is CC(C)O (2-propanol), CC(C)O (2-propanol). Yields the product Cl.NC(COC1=NOC2=C1C=C(C=C2)Cl)COC(=O)NOC (3-(2-amino-3-methoxyaminocarbonyloxypropoxy)-5-chloro-1,2-benzoisoxazole hydrochloride). RXN SMILES: C(OC([NH:8][CH:9]([CH2:22][O:23][C:24]([NH:26][O:27][CH3:28])=[O:25])[CH2:10][O:11][C:12]1[C:16]2[CH:17]=[C:18]([Cl:21])[CH:19]=[CH:20][C:15]=2[O:14][N:13]=1)=O)(C)(C)C.Cl>CC(O)C>[ClH:21].[NH2:8][CH:9]([CH2:22][O:23][C:24]([NH:26][O:27][CH3:28])=[O:25])[CH2:10][O:11][C:12]1[C:16]2[CH:17]=[C:18]([Cl:21])[CH:19]=[CH:20][C:15]=2[O:14][N:13]=1 |f:3.4|. Procedure details: 3-(2-tert-Butoxycarbonylamino-3-methoxyaminocarbonyloxypropoxy)-5-chloro-1,2-benzoisoxazole is dissolved in 10 ml of 2-propanol, and 12.8 ml of a 2-propanol solution (7.5N) of hydrogen chloride is added, after which they are subjected to reaction at 20°-25° C. overnight. The solvent is removed from the reaction mixture by distillation under reduced pressure, and the crystals obtained are washed with 2-propanol and then collected by filtration, to obtain 0.46 g of colorless, crystalline 3-(2-amin... Reactants: O (water), [Si](C1=CC=CC=C1)(C1=CC=CC=C1)(C(C)(C)C)OCC1=C(C=C(C=O)C=C1)C (4-(tert-butyldiphenylsilyloxymethyl)-3-methylbenzaldehyde), C(C)(=O)N1C(CN(C(C1)=O)C(C)=O)=O (1,4-diacetyl-2,5-piperazinedione), CC(C)([O-])C.[K+] (potassium tert-butoxide). Run in CN(C=O)C (N,N-dimethylformamide), C(C)(C)(C)O (tert-butanol). Run at time 1 hour. Yields the product C(C)(=O)N1C(C(NC(C1)=O)=CC1=CC(=C(C=C1)CO[Si](C1=CC=CC=C1)(C1=CC=CC=C1)C(C)(C)C)C)=O (1-acetyl-3-(4-tert-butyldiphenylsilyloxymethyl-3-methylphenyl)methylene-2,5-piperazinedione). Yield: 71.5%. As a reaction SMILES: [Si:1]([O:18][CH2:19][C:20]1[CH:27]=[CH:26][C:23]([CH:24]=O)=[CH:22][C:21]=1[CH3:28])([C:14]([CH3:17])([CH3:16])[CH3:15])([C:8]1[CH:13]=[CH:12][CH:11]=[CH:10][CH:9]=1)[C:2]1[CH:7]=[CH:6][CH:5]=[CH:4][CH:3]=1.[C:29]([N:32]1[CH2:37][C:36](=[O:38])[N:35](C(=O)C)[CH2:34][C:33]1=[O:42])(=[O:31])[CH3:30].CC(C)([O-])C.[K+].O>CN(C)C=O.C(O)(C)(C)C>[C:29]([N:32]1[CH2:37][C:36](=[O:38])[NH:35][C:34](=[CH:24][C:23]2[CH:26]=[CH:27][C:20]([CH2:19][O:18][Si:1]([C:14]([CH3:15])([CH3:16])[CH3:17])([C:2]3[CH:7]=[CH:6][CH:5]=[CH:4][CH:3]=3)[C:8]3[CH:13]=[CH:12][CH:11]=[CH:10][CH:9]=3)=[C:21]([CH3:28])[CH:22]=2)[C:33]1=[O:42])(=[O:31])[CH3:30] |f:2.3|. Reported procedure: To a stirred mixture of 4-(tert-butyldiphenylsilyloxymethyl)-3-methylbenzaldehyde (1.94 g) and 1,4-diacetyl-2,5-piperazinedione (991 mg) in a mixture of N,N-dimethylformamide (10 ml) and tert-butanol (10 ml) was added potassium tert-butoxide (561 mg) at 5° C. The mixture was stirred for 1 hour at room temperature and then poured into water (300 ml), and stirring was continued for 18 hours at room temperature. The resulting precipitates were collected by filtration and washed with water and isopr... Product: COc1ccc(COC(=O)c2ccc(=O)n(CCOC(=O)C(NC(=O)OCc3ccccc3)C(C)C)c2)cc1. Reaction SMILES: [C:16](=[O:17])([O:18][CH2:19][c:20]1[cH:21][cH:22][cH:23][cH:24][cH:25]1)[NH:26][CH:27]([CH:28]([CH3:29])[CH3:30])[C:31](=[O:32])[OH:33].[CH3:34][O:35][c:36]1[cH:37][cH:38][c:39]([CH2:40][O:41][C:42](=[O:43])[c:44]2[cH:45][n:46]([CH2:51][CH2:52][OH:53])[c:47](=[O:50])[cH:48][cH:49]2)[cH:54][cH:55]1.[CH3:56][N:57]([c:58]1[cH:59][cH:60][n:61][cH:62][cH:63]1)[CH3:64].[CH:1]1([N:2]=[C:3]=[N:4][CH:5]2[CH2:6][CH2:7][CH2:8][CH2:9][CH2:10]2)[CH2:11][CH2:12][CH2:13][CH2:14][CH2:15]1.[Cl:65][CH2:66][Cl:67]>>[C:16](=[O:17])([O:18][CH2:19][c:20]1[cH:21][cH:22][cH:23][cH:24][cH:25]1)[NH:26][CH:27]([CH:28]([CH3:29])[CH3:30])[C:31]([O:32][CH2:52][CH2:51][n:46]1[cH:45][c:44]([C:42]([O:41][CH2:40][c:39]2[cH:38][cH:37][c:36]([O:35][CH3:34])[cH:55][cH:54]2)=[O:43])[cH:49][cH:48][c:47]1=[O:50])=[O:33]. Reactants: CC(C)C(NC(=O)OCc1ccccc1)C(=O)O, COc1ccc(COC(=O)c2ccc(=O)n(CCO)c2)cc1, CN(C)c1ccncc1, C(=NC1CCCCC1)=NC1CCCCC1, ClCCl. Reactants: COCCOC, N#Cc1c(OS(=O)(=O)C(F)(F)F)cc(N)nc1-c1ccco1, NCc1ccc2ccccc2n1. The product is N#Cc1c(NCc2ccc3ccccc3n2)cc(N)nc1-c1ccco1. Reaction SMILES: [CH3:35][O:36][CH2:37][CH2:38][O:39][CH3:40].[NH2:1][c:2]1[cH:3][c:4]([O:15][S:16]([C:17]([F:18])([F:19])[F:20])(=[O:21])=[O:22])[c:5]([C:13]#[N:14])[c:6](-[c:8]2[o:9][cH:10][cH:11][cH:12]2)[n:7]1.[NH2:23][CH2:24][c:25]1[n:26][c:27]2[cH:28][cH:29][cH:30][cH:31][c:32]2[cH:33][cH:34]1>>[NH2:1][c:2]1[cH:3][c:4]([NH:23][CH2:24][c:25]2[n:26][c:27]3[cH:28][cH:29][cH:30][cH:31][c:32]3[cH:33][cH:34]2)[c:5]([C:13]#[N:14])[c:6](-[c:8]2[o:9][cH:10][cH:11][cH:12]2)[n:7]1.